The task is: describe an organic reaction: reactants, conditions, products, and yield. This data is from the Open Reaction Database (ORD), a public repository of structured organic reaction records. Starting materials: Oc1ccc(OCc2ccccc2)cc1, CCCCCCC(C)Cl, ClCCl, CCOC(=O)N=NC(=O)OCC, c1ccc(P(c2ccccc2)c2ccccc2)cc1. Yields the product CCCCCCC(C)Oc1ccc(OCc2ccccc2)cc1. Reaction SMILES: [CH2:1]([c:2]1[cH:3][cH:4][cH:5][cH:6][cH:7]1)[O:8][c:9]1[cH:10][cH:11][c:12]([OH:15])[cH:13][cH:14]1.[CH3:47][CH:48]([CH2:49][CH2:50][CH2:51][CH2:52][CH2:53][CH3:54])[Cl:55].[Cl:56][CH2:57][Cl:58].[O:35]=[C:36]([O:37][CH2:38][CH3:39])[N:40]=[N:41][C:42]([O:43][CH2:44][CH3:45])=[O:46].[c:16]1([P:17]([c:18]2[cH:19][cH:20][cH:21][cH:22][cH:23]2)[c:24]2[cH:25][cH:26][cH:27][cH:28][cH:29]2)[cH:30][cH:31][cH:32][cH:33][cH:34]1>>[CH2:1]([c:2]1[cH:3][cH:4][cH:5][cH:6][cH:7]1)[O:8][c:9]1[cH:10][cH:11][c:12]([O:15][CH:48]([CH3:47])[CH2:49][CH2:50][CH2:51][CH2:52][CH2:53][CH3:54])[cH:13][cH:14]1. Solvent: CCOC(=O)C (EtOAc), CN(C)C=O (DMF). The reactants are O (Water), FC=1C=CC(=C(O[C@@H]2CO[C@H]3[C@@H]2OC[C@H]3O)C1)[N+](=O)[O-] ((3R,3aR,6R,6aR)-6-(5-fluoro-2-nitro-phenoxy)-2,3,3a,5,6,6a-hexahydrofuro[3,2-b]furan-3-ol), C(C)I (ethyl iodide), [H-].[Na+] (NaH). Run at time 1 hour. Procedure: To 1.1 g (3.8 mmol) (3R,3aR,6R,6aR)-6-(5-fluoro-2-nitro-phenoxy)-2,3,3a,5,6,6a-hexahydrofuro[3,2-b]furan-3-ol (III.1), 0.88 g (5.6 mmol) ethyl iodide in DMF, 0.2 g (4.1 mmol) NaH (55% in mineral oil) are added and the temperature is kept below 35° C. The mixture is stirred at RT for 1 h. Water and EtOAc are added and the organic layer is separated, washed with water, dried and evaporated. The residue was purified by FC. Reaction SMILES: [F:1][C:2]1[CH:3]=[CH:4][C:5]([N+:18]([O-:20])=[O:19])=[C:6]([CH:17]=1)[O:7][C@H:8]1[C@H:12]2[O:13][CH2:14][C@@H:15]([OH:16])[C@H:11]2[O:10][CH2:9]1.[CH2:21](I)[CH3:22].[H-].[Na+].O>CN(C=O)C.CCOC(C)=O>[CH2:21]([O:16][C@@H:15]1[CH2:14][O:13][C@@H:12]2[C@H:8]([O:7][C:6]3[CH:17]=[C:2]([F:1])[CH:3]=[CH:4][C:5]=3[N+:18]([O-:20])=[O:19])[CH2:9][O:10][C@H:11]12)[CH3:22] |f:2.3|. Yields the product C(C)O[C@H]1[C@@H]2[C@H](OC1)[C@@H](CO2)OC2=C(C=CC(=C2)F)[N+](=O)[O-] ((3R,3aR,6R,6aR)-3-ethoxy-6-(5-fluoro-2-nitro-phenoxy)-2,3,3a,5,6,6a-hexahydrofuro[3,2-b]furan). The reactants are [OH-].[Na+] (sodium hydroxide), Cl (hydrochloric acid), C(C)(C)(C)[SiH2]OC(C1=CC(=C(C=C1)NC(=O)C=1C=NN2C1N=CC=C2)OC)(C)C (pyrazolo[1,5-a]pyrimidine-3-carboxylic acid [4-(tert-butyl-dimethyl-silanyloxymethyl)-2-methoxy-phenyl]-amide), O (water). Run in ClCCl (dichloromethane). Run at time 2 hour. Product: OCC1=CC(=C(C=C1)NC(=O)C=1C=NN2C1N=CC=C2)OC (Pyrazolo[1,5-a]pyrimidine-3-carboxylic acid (4-hydroxymethyl-2-methoxy-phenyl)-amide). Reaction SMILES: Cl.C([SiH2][O:7][C:8](C)(C)[C:9]1[CH:14]=[CH:13][C:12]([NH:15][C:16]([C:18]2[CH:19]=[N:20][N:21]3[CH:26]=[CH:25][CH:24]=[N:23][C:22]=23)=[O:17])=[C:11]([O:27][CH3:28])[CH:10]=1)(C)(C)C.O.[OH-].[Na+]>ClCCl>[OH:7][CH2:8][C:9]1[CH:14]=[CH:13][C:12]([NH:15][C:16]([C:18]2[CH:19]=[N:20][N:21]3[CH:26]=[CH:25][CH:24]=[N:23][C:22]=23)=[O:17])=[C:11]([O:27][CH3:28])[CH:10]=1 |f:3.4|. Reported procedure: A solution of hydrochloric acid (1 M in Et2O, 3 mL) was added to a solution of pyrazolo[1,5-a]pyrimidine-3-carboxylic acid [4-(tert-butyl-dimethyl-silanyloxymethyl)-2-methoxy-phenyl]-amide (150 mg, 0.364 mmol) in dichloromethane (20 mL) and the resulting mixture was stirred at room temperature for 2 hours. Ice and water were then added and the pH of the mixture was neutralized by addition of an aqueous solution of sodium hydroxide (5%). The resulting mixture was extracted 3 times with dichlorome... Yields the product C(C1=CC=CC=C1)(C1=CC=CC=C1)[C@@H]1OC[C@@H]([C@H](C1)O)NCC1=CC=C(C=C1)O ((2R, 4S, 5S)-2-benzhydryl-5-(4-hydroxy-benzylamino)-tetrahydropyran-4-ol). Reactants: N[C@@H]1[C@H](C[C@@H](OC1)C(C1=CC=CC=C1)C1=CC=CC=C1)O ((2R, 4S, 5S)-5-Amino-2-benzhydryl-tetrahydro-pyran-4-ol), OC1=CC=C(C=O)C=C1 (4-hydroxybenzaldehyde), C(C)(=O)O (acetic acid), [BH3-]C#N.[Na+] (NaCNBH3). Procedure details: (2R, 4S, 5S)-5-amino-2-benzhydryl-tetrahydropyran-4-ol 31b (0.02 g, 0.07 mmol) was reacted with 4-hydroxybenzaldehyde (0.009 g, 0.071 mmol), glacial acetic acid (0.004 g, 0.071 mmol) and NaCNBH3 (0.005 g, 0.085 mmol) (Procedure H) to give (2R, 4S, 5S)-2-benzhydryl-5-(4-hydroxy-benzylamino)-tetrahydropyran-4-ol, (+)-32a, 0.023 g (85%, [α]D=(+)72.4, c=1, MeOH). RXN SMILES: [NH2:1][C@H:2]1[CH2:7][O:6][C@@H:5]([CH:8]([C:15]2[CH:20]=[CH:19][CH:18]=[CH:17][CH:16]=2)[C:9]2[CH:14]=[CH:13][CH:12]=[CH:11][CH:10]=2)[CH2:4][C@@H:3]1[OH:21].[OH:22][C:23]1[CH:30]=[CH:29][C:26]([CH:27]=O)=[CH:25][CH:24]=1.C(O)(=O)C.[BH3-]C#N.[Na+]>CO>[CH:8]([C@H:5]1[CH2:4][C@H:3]([OH:21])[C@@H:2]([NH:1][CH2:27][C:26]2[CH:29]=[CH:30][C:23]([OH:22])=[CH:24][CH:25]=2)[CH2:7][O:6]1)([C:9]1[CH:14]=[CH:13][CH:12]=[CH:11][CH:10]=1)[C:15]1[CH:20]=[CH:19][CH:18]=[CH:17][CH:16]=1 |f:3.4|. The solvent is CO (MeOH).